This data is from the Open Reaction Database (ORD), a public repository of structured organic reaction records. The task is: describe an organic reaction: reactants, conditions, products, and yield Reactants: C([C@@H]1[C@H]([C@@H]([C@H](C(=O)O1)O)O)O)O (D-gluconolactone), NCCC[Si](OCC)(OCC)OCC (aminopropyltriethoxysilane). Product: C(C)O[Si](CCCNC(=O)[C@H](O)[C@@H](O)[C@H](O)[C@H](O)CO)(OCC)OCC (N-(3-triethoxysilylpropyl)gluconamide). RXN SMILES: [CH2:1]([OH:12])[C@H:2]1[O:8][C:6](=[O:7])[C@H:5]([OH:9])[C@@H:4]([OH:10])[C@@H:3]1[OH:11].[NH2:13][CH2:14][CH2:15][CH2:16][Si:17]([O:24][CH2:25][CH3:26])([O:21][CH2:22][CH3:23])[O:18][CH2:19][CH3:20]>>[CH2:22]([O:21][Si:17]([O:24][CH2:25][CH3:26])([O:18][CH2:19][CH3:20])[CH2:16][CH2:15][CH2:14][NH:13][C:6]([C@@H:5]([C@H:4]([C@@H:3]([C@@H:2]([CH2:1][OH:12])[OH:8])[OH:11])[OH:10])[OH:9])=[O:7])[CH3:23]. Procedure: In this work, sol-gel precursors that are based on covalent linkage of D-gluconolactone or D-maltonolactone to aminopropyltriethoxysilane to form N-(3-triethoxysilylpropyl)gluconamide (GLTES-1) or N-(3-triethoxysilylpropyl)maltonamide. (MLTES-2) were prepared. Diglycerylsilane (DGS), GLTES, MLTES and allylgluconamide (allyGL) were prepared by methods described above. For DGS based sol-gel preparations, sols were prepared by sonicating DGS (400 mg, 1.34 mM) and water (1000 L) at 0iC for 45 min to... Starting materials: C(CN)N (ethylenediamine), COC1=CC=C(C=C1)C1OC1 (2-(4-methoxyphenyl)oxirane). Solvent: CO (methanol), CO (methanol), O (water). Product: OC(CNCCN)C1=CC=C(C=C1)OC (N-[2-Hydroxy-2-(4-methoxyphenyl)ethyl]-ethylenediamine). RXN SMILES: [CH3:1][O:2][C:3]1[CH:8]=[CH:7][C:6]([CH:9]2[CH2:11][O:10]2)=[CH:5][CH:4]=1.[CH2:12]([NH2:15])[CH2:13][NH2:14]>CO.O>[OH:10][CH:9]([C:6]1[CH:7]=[CH:8][C:3]([O:2][CH3:1])=[CH:4][CH:5]=1)[CH2:11][NH:14][CH2:13][CH2:12][NH2:15]. Procedure details: N-[2-Hydroxy-2-(4-methoxyphenyl)ethyl]-ethylenediamine is prepared by reacting 2-(4-methoxyphenyl)oxirane (37.5 g.) dissolved in methanol (52 cc.) with ethylenediamine (30 cc.) dissolved in a mixture of methanol (52 cc.) and water (20 cc.). On distillation under reduced pressure, a product (22.3 g.), b.p. 165°-169° C./0.2 mm.Hg, is obtained, which crystallises on cooling and melts at 68° C.